Dataset: the Open Reaction Database (ORD), a public repository of structured organic reaction records. Task: describe an organic reaction: reactants, conditions, products, and yield Starting materials: [OH-].[Na+] (sodium hydroxide), C=1C=CN2C1CN(C1=C(C2)C=CC=C1)C(=O)C1=CC(=C(C=C1)C1=C([C@@H](CCC1)O)C)C ((10,11 -Dihydro-5H-pyrrolo[2,1-c][1,4]benzodiazepin-10-yl)-[4-((3R)-3-hydroxy-2-methyl-cyclohex-1-en-1-yl)-3-methyl-phenyl]-methanone), C(C)(C)N(C(C)C)CC (N,N-diisopropylethyl amine), ClC(C(=O)Cl)(Cl)Cl (Trichloroacetyl chloride), Cl (hydrochloric acid). Run in CC(=O)C (acetone), C(C)(=O)OCC (ethyl acetate), ClCCl (dichloromethane). Reaction conditions: time 3.5 hour. Product: O[C@H]1C(=C(CCC1)C1=C(C=C(C(=O)N2CC=3N(CC4=C2C=CC=C4)C(=CC3)C(=O)O)C=C1)C)C (10-[4-((3R)-3-hydroxy-2-methyl-cyclohex-1-en-1-yl)-3-methyl-benzoyl]-10,11-dihydro-5H-pyrrolo[2,1-c][1,4]benzodiazepine-3-carboxylic acid). Isolated yield 92.3%. RXN SMILES: [CH:1]1[CH:2]=[CH:3][N:4]2[CH2:10][C:9]3[CH:11]=[CH:12][CH:13]=[CH:14][C:8]=3[N:7]([C:15]([C:17]3[CH:22]=[CH:21][C:20]([C:23]4[CH2:28][CH2:27][CH2:26][C@@H:25]([OH:29])[C:24]=4[CH3:30])=[C:19]([CH3:31])[CH:18]=3)=[O:16])[CH2:6][C:5]=12.C(N(CC)C(C)C)(C)C.ClC(Cl)(Cl)[C:43](Cl)=[O:44].[OH-:48].[Na+].Cl>ClCCl.C(OCC)(=O)C.CC(C)=O>[OH:29][C@@H:25]1[CH2:26][CH2:27][CH2:28][C:23]([C:20]2[CH:21]=[CH:22][C:17]([C:15]([N:7]3[C:8]4[CH:14]=[CH:13][CH:12]=[CH:11][C:9]=4[CH2:10][N:4]4[C:3]([C:43]([OH:44])=[O:48])=[CH:2][CH:1]=[C:5]4[CH2:6]3)=[O:16])=[CH:18][C:19]=2[CH3:31])=[C:24]1[CH3:30] |f:3.4|. Procedure details: (10,11 -Dihydro-5H-pyrrolo[2,1-c][1,4]benzodiazepin-10-yl)-[4-((3R)-3-hydroxy-2-methyl-cyclohex-1-en-1-yl)-3-methyl-phenyl]-methanone of Step B (0.500 g, 1.21 mmol), and N,N-diisopropylethyl amine (0.442 mL, 2.54 mmol) were dissolved in anhydrous dichloromethane (12.1 mL). Trichloroacetyl chloride (0.297 mL, 2.66 mmol) was then added dropwise and the reaction was stirred at room temperature for 3.5 hours, diluted with ethyl acetate and washed with 1 N hydrochloric acid, saturated aqueous sodium ...